Dataset: the Open Reaction Database (ORD), a public repository of structured organic reaction records. Task: describe an organic reaction: reactants, conditions, products, and yield Starting materials: CO (methanol), Cl.N[C@H]1[C@@H](C2=CC=C(C(=C2CC1)C#N)OCC1=CC=CC=C1)O (trans-2-amino-6-benzyloxy-5-cyano-1-hydroxy-1,2,3,4-tetrahydronaphthalene hydrochloride). Reagents/catalysts: [Pd] (palladium-on-carbon). Run in [H][H] (hydrogen). Product: Cl.N[C@H]1[C@@H](C2=CC=C(C(=C2CC1)C#N)O)O (trans-2-amino-5-cyano-1,6-dihydroxy-1,2,3,4-tetrahydronaphthalene hydrochloride). Reaction SMILES: CO.[ClH:3].[NH2:4][C@@H:5]1[CH2:14][CH2:13][C:12]2[C:7](=[CH:8][CH:9]=[C:10]([O:17]CC3C=CC=CC=3)[C:11]=2[C:15]#[N:16])[C@H:6]1[OH:25]>[H][H].[Pd]>[ClH:3].[NH2:4][C@@H:5]1[CH2:14][CH2:13][C:12]2[C:7](=[CH:8][CH:9]=[C:10]([OH:17])[C:11]=2[C:15]#[N:16])[C@H:6]1[OH:25] |f:1.2,5.6|. Procedure: In 20 ml. of methanol is dissolved 200 mg. of trans-2-amino-6-benzyloxy-5-cyano-1-hydroxy-1,2,3,4-tetrahydronaphthalene hydrochloride, followed by the addition of 30 mg. of 5% palladium-on-carbon. The mixture is agitated in hydrogen streams at room temperature for 30 minutes. The catalyst is filtered off and the filtrate is concentrated under reduced pressure. The residue is recrystallized from methanol-ethyl acetate. The procedure yields white crystals of trans-2-amino-5-cyano-1,6-dihydroxy-1,2... The reactants are Br[Mg]c1ccccc1, CCOCC, COc1ccc2c(c1)CCCC2=O, [Cl-], [NH4+]. Product: COc1ccc2c(c1)CCC=C2c1ccccc1. As a reaction SMILES: [Br:1][Mg:2][c:3]1[cH:4][cH:5][cH:6][cH:7][cH:8]1.[CH3:24][CH2:25][O:26][CH2:27][CH3:28].[CH3:9][O:10][c:11]1[cH:12][c:13]2[c:18]([cH:19][cH:20]1)[C:17](=[O:21])[CH2:16][CH2:15][CH2:14]2.[Cl-:22].[NH4+:23]>>[c:3]1([C:17]2=[CH:16][CH2:15][CH2:14][c:13]3[cH:12][c:11]([O:10][CH3:9])[cH:20][cH:19][c:18]32)[cH:4][cH:5][cH:6][cH:7][cH:8]1. Starting materials: C(C1=CC=CC=C1)N(S(=O)C(C)(C)C)C(C(F)(F)F)(C(C(N1CCCCC1)=O)(F)F)C1=CC=C(C=C1)OCCCC(F)(F)F (N-Benzyl-2-methyl-N-(1,1,1,3,3-pentafluoro-4-oxo-4-(piperidin-1-yl)-2-(4-(4,4,4-trifluorobutoxy)phenyl)butan-2-yl)propane-2-sulfinamide), C1(=CC=C(C=C1)[Mg]Br)C (p-tolylmagnesium bromide). The solvent is C1CCOC1 (THF). Reaction conditions: time 3 hour. The product is CC(C)(C)S(=O)NC(C(F)(F)F)(C(C(C1=CC=C(C=C1)C)=O)(F)F)C1=CC=C(C=C1)OCCCC(F)(F)F (2-Methyl-N-(1,1,1,3,3-pentafluoro-4-oxo-4-p-tolyl-2-(4-(4,4,4-trifluorobutoxy)phenyl)butan-2-yl)propane-2-sulfinamide). Yield: 26.4%. Reaction SMILES: C([N:8]([C:15]([C:31]1[CH:36]=[CH:35][C:34]([O:37][CH2:38][CH2:39][CH2:40][C:41]([F:44])([F:43])[F:42])=[CH:33][CH:32]=1)([C:20]([F:30])([F:29])[C:21](=[O:28])N1CCCCC1)[C:16]([F:19])([F:18])[F:17])[S:9]([C:11]([CH3:14])([CH3:13])[CH3:12])=[O:10])C1C=CC=CC=1.[C:45]1([CH3:53])[CH:50]=[CH:49][C:48]([Mg]Br)=[CH:47][CH:46]=1>C1COCC1>[CH3:14][C:11]([S:9]([NH:8][C:15]([C:31]1[CH:32]=[CH:33][C:34]([O:37][CH2:38][CH2:39][CH2:40][C:41]([F:44])([F:42])[F:43])=[CH:35][CH:36]=1)([C:20]([F:30])([F:29])[C:21](=[O:28])[C:48]1[CH:49]=[CH:50][C:45]([CH3:53])=[CH:46][CH:47]=1)[C:16]([F:17])([F:18])[F:19])=[O:10])([CH3:12])[CH3:13]. Procedure details: Mg turnings were suspended in 0.1 N aq HCl for a few minutes, rinsed with water, MeOH and dried under vacuum. A flame dried flask equipped with a stir bar was charged with Mg turnings (0.243 g, 10 mmol), anhydrous THF (4.4 mL) and 4-bromotoluene (1.71 g, 10 mmol) in anhydrous THF (4.4 mL) followed by several drops of 1,2-dibromoethane. The reaction initiated in a few minutes and the mixture became warm. The approximate concentration of the Grignard reagent is 1 M. The mixture was diluted with 10... Reactants: [Br-], CC(=O)OCC(F)=CC1(c2ccc(Cl)cc2)CC1, I, [Mg], Brc1cccc(Oc2ccccc2)c1, C1CCOC1, O. Product: FC(=CC1(c2ccc(Cl)cc2)CC1)Cc1cccc(Oc2ccccc2)c1. As a reaction SMILES: [Br-:17].[C:18]([O:19][CH2:22][C:23](=[CH:24][C:25]1([c:28]2[cH:29][cH:30][c:31]([Cl:34])[cH:32][cH:33]2)[CH2:26][CH2:27]1)[F:35])(=[O:20])[CH3:21].[I:16].[Mg:15].[O:1]([c:2]1[cH:3][cH:4][cH:5][cH:6][cH:7]1)[c:8]1[cH:9][c:10]([Br:14])[cH:11][cH:12][cH:13]1.[O:36]1[CH2:37][CH2:38][CH2:39][CH2:40]1.[OH2:41]>>[O:1]([c:2]1[cH:3][cH:4][cH:5][cH:6][cH:7]1)[c:8]1[cH:9][c:10]([CH2:22][C:23](=[CH:24][C:25]2([c:28]3[cH:29][cH:30][c:31]([Cl:34])[cH:32][cH:33]3)[CH2:26][CH2:27]2)[F:35])[cH:11][cH:12][cH:13]1. Starting materials: CCOC(OCC)c1cc(Br)cs1, [Li]CCCC, CCCCCC, CN(C)C=O. The product is CCOC(OCC)c1cc(C=O)cs1. Reaction SMILES: [Br:1][c:2]1[cH:3][c:4]([CH:7]([O:8][CH2:9][CH3:10])[O:11][CH2:12][CH3:13])[s:5][cH:6]1.[CH2:14]([Li:15])[CH2:16][CH2:17][CH3:18].[CH3:24][CH2:25][CH2:26][CH2:27][CH2:28][CH3:29].[O:19]=[CH:20][N:21]([CH3:22])[CH3:23]>>[c:2]1([CH:20]=[O:19])[cH:3][c:4]([CH:7]([O:8][CH2:9][CH3:10])[O:11][CH2:12][CH3:13])[s:5][cH:6]1. Starting materials: C1CN(CCN1CCO)CCS(=O)(=O)O (HEPES), O(P([O-])(=O)OP(=O)([O-])[O-])C\C=C(/C)\CC\C=C(\CC\C=C(/C)\CCC=C(C)C)/C (GGPP), [Mg+2].[Cl-].[Cl-] (MgCl2), C([C@H]([C@@H](CS)O)O)S (DTT), O(P([O-])(=O)OP(=O)([O-])[O-])C\C=C(/C)\CCC=C(C)C (GPP), teflon, O(P([O-])(=O)OP(=O)([O-])[O-])C\C=C(\C)/CCC=C(C)C (NDP), O(P([O-])(=O)OP(=O)([O-])[O-])C\C=C(/C)\CC\C=C(/C)\CCC=C(C)C (E-E-farnesyl diphosphate), [Cl-].[K+] (KCl), [Mg+2].[Cl-].[Cl-] (MgCl2), O(P([O-])(=O)OP(=O)([O-])[O-])C\C=C(\C)/CC\C=C(\C)/CCC=C(C)C (2Z-6Z-farnesyl diphosphate). Solvent: glass, OCC(O)CO (glycerol). Run at temperature 30 celsius, time 1 hour. The product is CC1=CC[C@@H](C=C1)[C@@H](C)CCC=C(C)C (Zingiberene). RXN SMILES: C1N(CCO)CCN(CCS(O)(=O)=O)C1.[Cl-].[K+].[Mg+2].[Cl-].[Cl-].C(S)[C@@H](O)[C@H](O)CS.O([CH2:38]/[CH:39]=[C:40](\[CH2:42][CH2:43]/[CH:44]=[C:45](\[CH2:47][CH2:48][CH:49]=[C:50]([CH3:52])[CH3:51])/[CH3:46])/[CH3:41])P(OP([O-])([O-])=O)(=O)[O-].O(C/C=C(/CC/C=C(/CCC=C(C)C)\C)\C)P(OP([O-])([O-])=O)(=O)[O-].O(C/C=C(/CCC=C(C)C)\C)P(OP([O-])([O-])=O)(=O)[O-].O(C/C=C(\CCC=C(C)C)/C)P(OP([O-])([O-])=O)(=O)[O-].O(C/C=C(/CC/C=C(\C)/CC/C=C(/CCC=C(C)C)\C)\C)P(OP([O-])([O-])=O)(=O)[O-]>OCC(CO)O>[CH3:41][C:40]1[CH:42]=[CH:43][C@@H:44]([C@H:45]([CH2:47][CH2:48][CH:49]=[C:50]([CH3:52])[CH3:51])[CH3:46])[CH2:38][CH:39]=1 |f:1.2,3.4.5|. Reported procedure: Activity assays were performed in 20 mL glass vials in a total volume of 500 μL 50 mM HEPES, pH7.2, 100 mM KCl, 7.5 mM MgCl2, 20 μM MgCl2, 5% (v/v) glycerol, 5 mM DTT with 50 μL protein and either 2 mM cis-FPP (2Z-6Z-farnesyl diphosphate), trans-FPP (E-E-farnesyl diphosphate), GPP (geranyl diphosphate), NDP (neryl diphosphate), or GGPP (geranylgeranyl diphosphate) as a substrate (Echelon Biosciences Incorporated, Salt Lake City, USA). Vials were closed with a teflon lined crimp cap immediately a... The reactants are [H-].[Na+] (sodium hydride), ClC1=CC=C(C=C1)NC(=O)N1N=C(C(C1)(C)C(N(C)C)=O)C1=CC=C(C=C1)Cl (N,3-bis-(4-chlorophenyl)-4-dimethylcarbamoyl-4-methyl-4,5-dihydro-1H-pyrazole-1-carboxamide), C(C)(=O)OC(C)=O (acetic anhydride), [H][H] (hydrogen). The solvent is O1CCCC1 (tetrahydrofuran). Reaction conditions: time 5 minute. Product: ClC1=CC=C(C=C1)N(C(=O)N1N=C(C(C1)(C)C(N(C)C)=O)C1=CC=C(C=C1)Cl)C(C)=O (N,3-bis-(4-chlorophenyl)-4-dimethylcarbamoyl-4-methyl-N-acetyl-4,5-dihydro-1H-pyrazole-1-carboxamide). RXN SMILES: [H-].[Na+].[Cl:3][C:4]1[CH:9]=[CH:8][C:7]([NH:10][C:11]([N:13]2[CH2:17][C:16]([C:19](=[O:23])[N:20]([CH3:22])[CH3:21])([CH3:18])[C:15]([C:24]3[CH:29]=[CH:28][C:27]([Cl:30])=[CH:26][CH:25]=3)=[N:14]2)=[O:12])=[CH:6][CH:5]=1.[H][H].[C:33](OC(=O)C)(=[O:35])[CH3:34]>O1CCCC1>[Cl:3][C:4]1[CH:9]=[CH:8][C:7]([N:10]([C:33](=[O:35])[CH3:34])[C:11]([N:13]2[CH2:17][C:16]([C:19](=[O:23])[N:20]([CH3:22])[CH3:21])([CH3:18])[C:15]([C:24]3[CH:25]=[CH:26][C:27]([Cl:30])=[CH:28][CH:29]=3)=[N:14]2)=[O:12])=[CH:6][CH:5]=1 |f:0.1|. Procedure details: In a 50 ml round bottomed flask was placed 0.45 g of 60% sodium hydride (0.011 mole). The sodium hydride was washed twice with hexane and suspended in 15 ml of tetrahydrofuran. A solution of 2.0 g (0.005 mole) of N,3-bis-(4-chlorophenyl)-4-dimethylcarbamoyl-4-methyl-4,5-dihydro-1H-pyrazole-1-carboxamide in 5 ml of tetrahydrofuran was added slowly. When hydrogen evolution ceased, 1 ml of acetic anhydride was added and the mixture was stirred for 5 minutes. The reaction was partitioned between eth... Reactants: O=C([O-])[O-], ClCCl, O=C(CCl)Oc1cc(C(=O)Cl)cc(OC(=O)CCl)c1OC(=O)CCl, [K+], [K+], Cc1cc(SCC2=C(C(=O)OC(c3ccccc3)c3ccccc3)N3C(=O)C(NC(=O)C(=NO)c4csc(NC(c5ccccc5)(c5ccccc5)c5ccccc5)n4)C3SC2)n2nc(C(=O)OC(c3ccccc3)c3ccccc3)nc2n1. The product is Cc1cc(SCC2=C(C(=O)OC(c3ccccc3)c3ccccc3)N3C(=O)C(NC(=O)C(=NOC(=O)c4cc(OC(=O)CCl)c(OC(=O)CCl)c(OC(=O)CCl)c4)c4csc(NC(c5ccccc5)(c5ccccc5)c5ccccc5)n4)C3SC2)n2nc(C(=O)OC(c3ccccc3)c3ccccc3)nc2n1. Reaction SMILES: [C:85](=[O:86])([O-:87])[O-:88].[Cl:115][CH2:116][Cl:117].[Cl:91][CH2:92][C:93](=[O:94])[O:95][c:96]1[cH:97][c:98]([C:99](=[O:100])[Cl:101])[cH:102][c:103]([O:110][C:111]([CH2:112][Cl:113])=[O:114])[c:104]1[O:105][C:106]([CH2:107][Cl:108])=[O:109].[K+:89].[K+:90].[c:1]1([CH:7]([c:8]2[cH:9][cH:10][cH:11][cH:12][cH:13]2)[O:14][C:15](=[O:16])[C:17]2=[C:24]([CH2:25][S:26][c:27]3[cH:28][c:29]([CH3:52])[n:30][c:31]4[n:32]3[n:33][c:34]([C:36](=[O:37])[O:38][CH:39]([c:40]3[cH:41][cH:42][cH:43][cH:44][cH:45]3)[c:46]3[cH:47][cH:48][cH:49][cH:50][cH:51]3)[n:35]4)[CH2:23][S:22][CH:21]3[N:18]2[C:19](=[O:84])[CH:20]3[NH:53][C:54]([C:55](=[N:56][OH:57])[c:58]2[n:59][c:60]([NH:63][C:64]([c:65]3[cH:66][cH:67][cH:68][cH:69][cH:70]3)([c:71]3[cH:72][cH:73][cH:74][cH:75][cH:76]3)[c:77]3[cH:78][cH:79][cH:80][cH:81][cH:82]3)[s:61][cH:62]2)=[O:83])[cH:2][cH:3][cH:4][cH:5][cH:6]1>>[c:1]1([CH:7]([c:8]2[cH:9][cH:10][cH:11][cH:12][cH:13]2)[O:14][C:15](=[O:16])[C:17]2=[C:24]([CH2:25][S:26][c:27]3[cH:28][c:29]([CH3:52])[n:30][c:31]4[n:32]3[n:33][c:34]([C:36](=[O:37])[O:38][CH:39]([c:40]3[cH:41][cH:42][cH:43][cH:44][cH:45]3)[c:46]3[cH:47][cH:48][cH:49][cH:50][cH:51]3)[n:35]4)[CH2:23][S:22][CH:21]3[N:18]2[C:19](=[O:84])[CH:20]3[NH:53][C:54]([C:55](=[N:56][O:57][C:99]([c:98]2[cH:97][c:96]([O:95][C:93]([CH2:92][Cl:91])=[O:94])[c:104]([O:105][C:106]([CH2:107][Cl:108])=[O:109])[c:103]([O:110][C:111]([CH2:112][Cl:113])=[O:114])[cH:102]2)=[O:100])[c:58]2[n:59][c:60]([NH:63][C:64]([c:65]3[cH:66][cH:67][cH:68][cH:69][cH:70]3)([c:71]3[cH:72][cH:73][cH:74][cH:75][cH:76]3)[c:77]3[cH:78][cH:79][cH:80][cH:81][cH:82]3)[s:61][cH:62]2)=[O:83])[cH:2][cH:3][cH:4][cH:5][cH:6]1. The reactants are C(C1=CC=CC=C1)OC(=O)N[C@]1(CCC=2C=CC=C(C2C1)OC1(C(=O)OC(C)(C)C)CN=CC=C1)C(=O)OCC[Si](C)(C)C (tert.-butyl 3-[(S)-7-benzyloxycarbonylamino-7-trimethylsilylethoxycarbonyl-5,6,7,8-tetrahydro-naphthalen-1-yloxy]nicotinate). Reagents/catalysts: [Pd] (palladium-charcoal). Solvent: C(C)O (ethanol). The product is N[C@]1(CCC=2C=CC=C(C2C1)OC1(C(=O)OC(C)(C)C)CN=CC=C1)C(=O)OCC[Si](C)(C)C (tert.-butyl 3-[(S)-7-amino-7-trimethylsilylethoxycarbonyl-5,6,7,8-tetrahydro-naphthalen-1-yloxy]-nicotinate). Yield: 81.3%. Reaction SMILES: C(OC([NH:11][C@:12]1([C:36]([O:38][CH2:39][CH2:40][Si:41]([CH3:44])([CH3:43])[CH3:42])=[O:37])[CH2:21][C:20]2[C:19]([O:22][C:23]3([CH:35]=[CH:34][CH:33]=[N:32][CH2:31]3)[C:24]([O:26][C:27]([CH3:30])([CH3:29])[CH3:28])=[O:25])=[CH:18][CH:17]=[CH:16][C:15]=2[CH2:14][CH2:13]1)=O)C1C=CC=CC=1>C(O)C.[Pd]>[NH2:11][C@:12]1([C:36]([O:38][CH2:39][CH2:40][Si:41]([CH3:44])([CH3:43])[CH3:42])=[O:37])[CH2:21][C:20]2[C:19]([O:22][C:23]3([CH:35]=[CH:34][CH:33]=[N:32][CH2:31]3)[C:24]([O:26][C:27]([CH3:30])([CH3:29])[CH3:28])=[O:25])=[CH:18][CH:17]=[CH:16][C:15]=2[CH2:14][CH2:13]1. Procedure details: A solution of 298 mg (0.48 mmol) of tert.-butyl 3-[(S)-7-benzyloxycarbonylamino-7-trimethylsilylethoxycarbonyl-5,6,7,8-tetrahydro-naphthalen-1-yloxy]nicotinate in 5 ml of ethanol was hydrogenated under a hydrogen atmosphere with 80 mg of palladium-charcoal (10%) at room temperature for 1 hour, whereupon the mixture was filtered over Hyflo and the filtrate was concentrated. The residue was dried in a high vacuum and chromatographed on 50 g of silica gel with chloroform/methanol (95:5), whereupon ... Reactants: CN(/C=C/C(=O)C1=NN(C=CC1=O)C1=CC=C(C=C1)OC(F)(F)F)C (3-((E)-3-Dimethylamino-acryloyl)-1-(4-trifluoromethoxy-phenyl)-1H-pyridazin-4-one), N(N)C1=CC(=NC=C1)Cl (4-hydrazino-2-chloropyridine). The product is ClC1=NC=CC(=C1)N1N=CC=C1C1=NN(C=CC1=O)C1=CC=C(C=C1)OC(F)(F)F (3-[2-(2-Chloro-pyridin-4-yl)-2H-pyrazol-3-yl]-1-(4-trifluoromethoxy-phenyl)-1H-pyridazin-4-one). RXN SMILES: CN(C)/[CH:3]=[CH:4]/[C:5]([C:7]1[C:12](=[O:13])[CH:11]=[CH:10][N:9]([C:14]2[CH:19]=[CH:18][C:17]([O:20][C:21]([F:24])([F:23])[F:22])=[CH:16][CH:15]=2)[N:8]=1)=O.[NH:26]([C:28]1[CH:33]=[CH:32][N:31]=[C:30]([Cl:34])[CH:29]=1)[NH2:27]>>[Cl:34][C:30]1[CH:29]=[C:28]([N:26]2[C:5]([C:7]3[C:12](=[O:13])[CH:11]=[CH:10][N:9]([C:14]4[CH:19]=[CH:18][C:17]([O:20][C:21]([F:24])([F:23])[F:22])=[CH:16][CH:15]=4)[N:8]=3)=[CH:4][CH:3]=[N:27]2)[CH:33]=[CH:32][N:31]=1. Procedure details: The product was obtained starting from 3-((E)-3-Dimethylamino-acryloyl)-1-(4-trifluoromethoxy-phenyl)-1H-pyridazin-4-one (A-8) and 4-hydrazino-2-chloropyridine according to the method described for example 43. MS: M=434.0 (M+H)+